This data is from the Open Reaction Database (ORD), a public repository of structured organic reaction records. The task is: describe an organic reaction: reactants, conditions, products, and yield Solvent: C(C)O (ethanol). Starting materials: O=C1C2=CC=CC=C2CC12CCNCC2 (1,3-dihydro-1-oxospiro[2H-indene-2,4'-piperidine]), [N+](=O)([O-])C1=CC=C(CCBr)C=C1 (4-nitrophenethyl bromide), C([O-])(O)=O.[Na+] (sodium bicarbonate). Isolated yield 56.2%. The product is O=C1C2=CC=CC=C2CC12CCN(CC2)CCC2=CC=C(C=C2)[N+](=O)[O-] (1,3-Dihydro-1-oxo-1'-[2-(4-nitrophenyl)-1-ethyl]-spiro[2H-indene-2,4'-piperidine]). Reported procedure: A mixture of 0.60 g (3.0 moles) 1,3-dihydro-1-oxospiro[2H-indene-2,4'-piperidine], 0.71 g (3.1 mmoles) 4-nitrophenethyl bromide, and 0.28 g (3.3 mmoles) sodium bicarbonate in 3 ml ethanol was heated at reflux for 6 hours. The solvent was removed in vacuo and the residue was partitioned between 20 ml ethyl acetate and 5 ml dilute bicarbonate solution. The layers were separated and the aqueous layer was extracted with 20 ml ethyl acetate. The combined extract was washed wth 5 ml water and brine, d... Reaction SMILES: [O:1]=[C:2]1[C:10]2([CH2:15][CH2:14][NH:13][CH2:12][CH2:11]2)[CH2:9][C:8]2[C:3]1=[CH:4][CH:5]=[CH:6][CH:7]=2.[N+:16]([C:19]1[CH:27]=[CH:26][C:22]([CH2:23][CH2:24]Br)=[CH:21][CH:20]=1)([O-:18])=[O:17].C(=O)(O)[O-].[Na+]>C(O)C>[O:1]=[C:2]1[C:10]2([CH2:15][CH2:14][N:13]([CH2:24][CH2:23][C:22]3[CH:21]=[CH:20][C:19]([N+:16]([O-:18])=[O:17])=[CH:27][CH:26]=3)[CH2:12][CH2:11]2)[CH2:9][C:8]2[C:3]1=[CH:4][CH:5]=[CH:6][CH:7]=2 |f:2.3|.